Dataset: the Open Reaction Database (ORD), a public repository of structured organic reaction records. Task: describe an organic reaction: reactants, conditions, products, and yield Reactants: ClC1=NC(=C2N=CN(C2=N1)C1CCCC1)NC1=C(C=CC=C1)OCCCN1CCN(CC1)C ((2-Chloro-9-cyclopentyl-purin-6-yl)-{2-[3-(4-methyl-piperazin-1-yl)-propoxy]-phenyl}-amine), [C-]#N.[Na+] (sodium cyanide), [I-].[K+] (potassium iodide). Run in CC(=O)N(C)C (DMA), O (water). Run at temperature 160 celsius, time 24 hour. Product: C1(CCCC1)N1C2=NC(=NC(=C2N=C1)NC1=C(C=CC=C1)OCCCN1CCN(CC1)C)C#N (9-Cyclopentyl-6-{2-[3-(4-methyl-piperazin-1-yl)-propoxy]-phenylamino}-purine-2-carbonitrile). As a reaction SMILES: Cl[C:2]1[N:10]=[C:9]2[C:5]([N:6]=[CH:7][N:8]2[CH:11]2[CH2:15][CH2:14][CH2:13][CH2:12]2)=[C:4]([NH:16][C:17]2[CH:22]=[CH:21][CH:20]=[CH:19][C:18]=2[O:23][CH2:24][CH2:25][CH2:26][N:27]2[CH2:32][CH2:31][N:30]([CH3:33])[CH2:29][CH2:28]2)[N:3]=1.[C-:34]#[N:35].[Na+].[I-].[K+]>CC(N(C)C)=O.O>[CH:11]1([N:8]2[CH:7]=[N:6][C:5]3[C:9]2=[N:10][C:2]([C:34]#[N:35])=[N:3][C:4]=3[NH:16][C:17]2[CH:22]=[CH:21][CH:20]=[CH:19][C:18]=2[O:23][CH2:24][CH2:25][CH2:26][N:27]2[CH2:32][CH2:31][N:30]([CH3:33])[CH2:29][CH2:28]2)[CH2:15][CH2:14][CH2:13][CH2:12]1 |f:1.2,3.4|. Procedure: (2-Chloro-9-cyclopentyl-purin-6-yl)-{2-[3-(4-methyl-piperazin-1-yl)-propoxy]-phenyl}-amine (0.1 mmol), sodium cyanide (50 mg), potassium iodide (5 mg) are suspended in DMA (2 ml) and heated up to 160° C. and the mixture is stirred at this temperature for 24 hours. The mixture is diluted with water and extracted 3 times with ethyl acetate. The combined organic phases are washed with brine and the extract is dried over sodium sulfate and evaporated. The residue is dissolved in diethylether, filter...